This data is from the Open Reaction Database (ORD), a public repository of structured organic reaction records. The task is: describe an organic reaction: reactants, conditions, products, and yield The reactants are ClC=1N=C(C2=C(N1)C(=NC=N2)SC(C2=CC=C(C=C2)SC)C)N2CCOCC2 (2-chloro-8-(α-methyl-4-methylthiobenzyl-thio)-4-morpholino-pyrimido-[5,4-d]-pyrimidine), N1CCNCC1 (piperazine). Product: CC(C1=CC=C(C=C1)SC)SC1=NC=NC2=C1N=C(N=C2N2CCOCC2)N2CCNCC2 (8-(α-Methyl-4-methylthiobenzyl-thio)-4-morpholino-2-piperazino-pyrimido-[5,4-d]-pyrimidine). As a reaction SMILES: Cl[C:2]1[N:3]=[C:4]([N:23]2[CH2:28][CH2:27][O:26][CH2:25][CH2:24]2)[C:5]2[N:11]=[CH:10][N:9]=[C:8]([S:12][CH:13]([CH3:22])[C:14]3[CH:19]=[CH:18][C:17]([S:20][CH3:21])=[CH:16][CH:15]=3)[C:6]=2[N:7]=1.[NH:29]1[CH2:34][CH2:33][NH:32][CH2:31][CH2:30]1>>[CH3:22][CH:13]([S:12][C:8]1[C:6]2[N:7]=[C:2]([N:29]3[CH2:34][CH2:33][NH:32][CH2:31][CH2:30]3)[N:3]=[C:4]([N:23]3[CH2:28][CH2:27][O:26][CH2:25][CH2:24]3)[C:5]=2[N:11]=[CH:10][N:9]=1)[C:14]1[CH:19]=[CH:18][C:17]([S:20][CH3:21])=[CH:16][CH:15]=1. Procedure: This compound was prepared analogous to Example 1 from 2-chloro-8-(α-methyl-4-methylthiobenzyl-thio)-4-morpholino-pyrimido-[5,4-d]-pyrimidine (m.p.: 146°-149° C.) and piperazine. The reactants are COC1=NS(N=C1OC)(=O)=O (3,4-dimethoxy-1,2,5-thiadiazole 1,1-dioxide), CN(C)CC1=CC=C(O1)CSCCN (2-[(5-dimethylaminomethyl-2-furyl)methylthio]ethylamine), ClC=1C(=NC=CC1)CSCCN (2-[(3-chloro-2-pyridyl)methylthio]ethylamine). Product: ClC=1C(=NC=CC1)CSCCNC1=NS(N=C1NCCSCC=1OC(=CC1)CN(C)C)(=O)=O (3-{2-[(3-Chloro-2-pyridyl)methylthio]ethylamino}-4-{2-[(5-dimethylaminomethyl-2-furyl)methylthio]ethylamino}-1,2,5-thiadiazole 1,1-dioxide). Reaction SMILES: CO[C:3]1[C:7](OC)=[N:6][S:5](=[O:11])(=[O:10])[N:4]=1.[CH3:12][N:13]([CH2:15][C:16]1[O:20][C:19]([CH2:21][S:22][CH2:23][CH2:24][NH2:25])=[CH:18][CH:17]=1)[CH3:14].[Cl:26][C:27]1[C:28]([CH2:33][S:34][CH2:35][CH2:36][NH2:37])=[N:29][CH:30]=[CH:31][CH:32]=1>>[Cl:26][C:27]1[C:28]([CH2:33][S:34][CH2:35][CH2:36][NH:37][C:7]2[C:3]([NH:25][CH2:24][CH2:23][S:22][CH2:21][C:19]3[O:20][C:16]([CH2:15][N:13]([CH3:12])[CH3:14])=[CH:17][CH:18]=3)=[N:4][S:5](=[O:10])(=[O:11])[N:6]=2)=[N:29][CH:30]=[CH:31][CH:32]=1. Procedure: When a methanolic solution of 3,4-dimethoxy-1,2,5-thiadiazole 1,1-dioxide is successively treated with 2-[(5-dimethylaminomethyl-2-furyl)methylthio]ethylamine and 2-[(3-chloro-2-pyridyl)methylthio]ethylamine, the title compound is thereby produced. Reactants: N([C@@H](CC1=CC=CC=C1)C(=O)N[C@@H](CC1=CNC=N1)C(=O)N[C@@H](CC(C)C)C(=O)N[C@@H](C(C)C)C(=O)O)C(=O)OCC1=CC=CC=C1.C(=O)(O)CCCCCCC[NH-] (Z-Phe-His-Leu-Val 7-carboxyheptyl amide), [OH-].[Na+] (NaOH), C(C)O (ethanol). Product: N([C@@H](CC1=CC=CC=C1)C(=O)N[C@@H](CC1=CNC=N1)C(=O)N[C@@H](CC(C)C)C(=O)N[C@@H](C(C)C)C(=O)O)C(=O)OCC1=CC=CC=C1.C(C(C)(C)C)(=O)OCOC(=O)CCCCCCC[NH-] (Z-Phe-His-Leu-Val 7-(pivaloyloxymethoxycarbonyl)-heptyl amide). As a reaction SMILES: [NH:1]([C:38]([O:40][CH2:41][C:42]1[CH:47]=[CH:46][CH:45]=[CH:44][CH:43]=1)=[O:39])[C@H:2]([C:10]([NH:12][C@H:13]([C:20]([NH:22][C@H:23]([C:28]([NH:30][C@H:31]([C:35]([OH:37])=[O:36])[CH:32]([CH3:34])[CH3:33])=[O:29])[CH2:24][CH:25]([CH3:27])[CH3:26])=[O:21])[CH2:14][C:15]1[N:19]=[CH:18][NH:17][CH:16]=1)=[O:11])[CH2:3][C:4]1[CH:9]=[CH:8][CH:7]=[CH:6][CH:5]=1.[C:48]([CH2:51][CH2:52][CH2:53][CH2:54][CH2:55][CH2:56][CH2:57][NH-:58])([OH:50])=[O:49].[OH-:59].[Na+].[CH2:61](O)C>>[NH:1]([C:38]([O:40][CH2:41][C:42]1[CH:47]=[CH:46][CH:45]=[CH:44][CH:43]=1)=[O:39])[C@H:2]([C:10]([NH:12][C@H:13]([C:20]([NH:22][C@H:23]([C:28]([NH:30][C@H:31]([C:35]([OH:37])=[O:36])[CH:32]([CH3:34])[CH3:33])=[O:29])[CH2:24][CH:25]([CH3:27])[CH3:26])=[O:21])[CH2:14][C:15]1[N:19]=[CH:18][NH:17][CH:16]=1)=[O:11])[CH2:3][C:4]1[CH:5]=[CH:6][CH:7]=[CH:8][CH:9]=1.[C:41]([O:40][CH2:38][O:49][C:48]([CH2:51][CH2:52][CH2:53][CH2:54][CH2:55][CH2:56][CH2:57][NH-:58])=[O:50])(=[O:59])[C:42]([CH3:47])([CH3:61])[CH3:43] |f:0.1,2.3,5.6|. Procedure details: 40 mg of Z-Phe-His-Leu-Val-7-carboxyheptyl amide (Example 29) are made into a slurry in 1 ml of ethanol and 100 μl of 1N NaOH are added. The solution is concentrated by evaporation and dried by twice making into a slurry in toluene/ethanol and concentrating by evaporation. The residue is dissolved in 0.5 ml of DMF; at 0° while stirring 12 mg of pivalic acid iodomethyl ester in 0.2 ml of DMF are added twice at an interval of 1 hour, the whole is further stirred for 16 hours at 0° and for 1 hour a... Starting materials: C1(=CC=C(C=C1)OCCCCCCC#N)C1=CC=CC=C1 (7-([1,1'-biphenyl]-4-yloxy)-heptanenitrile), BrCCCCCCC#N (7-bromoheptanenitrile), C1(=CC=CC=C1)C1=CC=C(C=C1)O (4-phenylphenol), [OH-].[Na+] (NaOH), material, nitrile. Run in O (water), C(C)(=O)O (acetic acid), O.CO (water methanol), O (water), C(CO)O (ethylene glycol). Yields the product C1(=CC=C(C=C1)OCCCCCCC(=O)O)C1=CC=CC=C1 (7-([1,1'-biphenyl]-4-yloxy)heptanoic acid). Isolated yield 97.0%. RXN SMILES: [C:1]1([C:16]2C=CC=[CH:18][CH:17]=2)[CH:6]=[CH:5][C:4]([O:7]CCCCCCC#N)=CC=1.BrCCCCCCC#N.[C:31]1([C:37]2[CH:42]=[CH:41][C:40]([OH:43])=[CH:39][CH:38]=2)[CH:36]=[CH:35][CH:34]=[CH:33][CH:32]=1.[OH-:44].[Na+]>C(O)CO.O.C(O)(=O)C.O.CO>[C:37]1([C:31]2[CH:32]=[CH:33][CH:34]=[CH:35][CH:36]=2)[CH:38]=[CH:39][C:40]([O:43][CH2:18][CH2:17][CH2:16][CH2:1][CH2:6][CH2:5][C:4]([OH:44])=[O:7])=[CH:41][CH:42]=1 |f:3.4,8.9|. Procedure details: By the method of Example 34, 7-([1,1'-biphenyl]-4-yloxy)-heptanenitrile was prepared from 7-bromoheptanenitrile and 4-phenylphenol, as shiny flakes from water-methanol, mp 78°-79° C. This material (3.0 g, 10.7 mmol) was heated in ethylene glycol (100 g) containing water (33 ml) and NaOH (10 g). After four hours at reflux, during which the nitrile dissolved and a solid formed, the mixture was cooled, diluted with water (400 ml), and acidified with acetic acid (100 ml). The precipitate was collect...